This data is from the Open Reaction Database (ORD), a public repository of structured organic reaction records. The task is: describe an organic reaction: reactants, conditions, products, and yield The reactants are [Br-], C1CCOC1, C[Mg+], Nc1nc(Cl)c(C=O)c(Cl)n1. Yields the product CC(O)c1c(Cl)nc(N)nc1Cl. Reaction SMILES: [Br-:12].[CH2:15]1[O:16][CH2:17][CH2:18][CH2:19]1.[CH3:13][Mg+:14].[NH2:1][c:2]1[n:3][c:4]([Cl:11])[c:5]([CH:9]=[O:10])[c:6]([Cl:8])[n:7]1>>[NH2:1][c:2]1[n:3][c:4]([Cl:11])[c:5]([CH:9]([OH:10])[CH3:13])[c:6]([Cl:8])[n:7]1. The reactants are [OH-].[Na+] (sodium hydroxide), N([C@@H](C(C)C)C(=O)N[C@@H](CC(C)C)C(=O)NCC(=O)OCC)C(=O)OC(C)(C)C (Boc-Val-Leu-Gly-OEt), Cl (hydrochloric acid). The solvent is C(C)O (ethanol). Reaction conditions: time 1 hour. The product is N([C@@H](C(C)C)C(=O)N[C@@H](CC(C)C)C(=O)NCC(=O)O)C(=O)OC(C)(C)C (Boc-Val-Leu-Gly-OH). Isolated yield 78.4%. Reaction SMILES: [NH:1]([C:23]([O:25][C:26]([CH3:29])([CH3:28])[CH3:27])=[O:24])[C@H:2]([C:6]([NH:8][C@H:9]([C:14]([NH:16][CH2:17][C:18]([O:20]CC)=[O:19])=[O:15])[CH2:10][CH:11]([CH3:13])[CH3:12])=[O:7])[CH:3]([CH3:5])[CH3:4].[OH-].[Na+].Cl>C(O)C>[NH:1]([C:23]([O:25][C:26]([CH3:29])([CH3:28])[CH3:27])=[O:24])[C@H:2]([C:6]([NH:8][C@H:9]([C:14]([NH:16][CH2:17][C:18]([OH:20])=[O:19])=[O:15])[CH2:10][CH:11]([CH3:13])[CH3:12])=[O:7])[CH:3]([CH3:5])[CH3:4] |f:1.2|. Reported procedure: 7.3 Grams of Boc-Val-Leu-Gly-OEt was dissolved in 50 ml of ethanol. Thereto was added 20 ml of 1N aqueous sodium hydroxide solution with ice-cooling, and the mixture was stirred for 1 hour. The reaction mixture was adjusted to pH 7 with 1N hydrochloric acid and concentrated under reduced pressure. The residue was washed with diethyl ether. The aqueous layer was adjusted to pH 2 with 1N hydrochloric acid with ice-cooling and extracted with three 60-ml portions of ethyl acetate. The organic layers... The reactants are ClC=1N(C2=NC(=NC(=C2N1)N1CCOCC1)C=1C=NC(=NC1)N)CC(C)C (5-(8-chloro-9-isobutyl-6-morpholin-4-yl-9H-purin-2-yl)pyrimidin-2-amine), C[C@H]1NCCNC1 ((2R)-2-methylpiperazine), CN1C(CCC1)=O (N-Methylpyrrolidone). Run at temperature 120 celsius, time 4 hour. The product is C(=O)[O-] (formate), C(C(C)C)N1C2=NC(=NC(=C2N=C1N1C[C@H](NCC1)C)N1CCOCC1)C=1C=NC(=NC1)N (5-{9-Isobutyl-8-[(3R)-3-methylpiperazin-1-yl]-6-morpholin-4-yl-9H-purin-2-yl}pyrimidin-2-amine). Reaction SMILES: Cl[C:2]1[N:3]([CH2:24][CH:25]([CH3:27])[CH3:26])[C:4]2[C:9]([N:10]=1)=[C:8]([N:11]1[CH2:16][CH2:15][O:14][CH2:13][CH2:12]1)[N:7]=[C:6]([C:17]1[CH:18]=[N:19][C:20]([NH2:23])=[N:21][CH:22]=1)[N:5]=2.[CH3:28][C@@H:29]1[CH2:34][NH:33][CH2:32][CH2:31][NH:30]1.CN1CCCC1=[O:41]>>[CH:15]([O-:14])=[O:41].[CH2:24]([N:3]1[C:2]([N:33]2[CH2:32][CH2:31][NH:30][C@H:29]([CH3:28])[CH2:34]2)=[N:10][C:9]2[C:4]1=[N:5][C:6]([C:17]1[CH:18]=[N:19][C:20]([NH2:23])=[N:21][CH:22]=1)=[N:7][C:8]=2[N:11]1[CH2:16][CH2:15][O:14][CH2:13][CH2:12]1)[CH:25]([CH3:27])[CH3:26]. Procedure: N-Methylpyrrolidone (2 ml) was added to 5-(8-chloro-9-isobutyl-6-morpholin-4-yl-9H-purin-2-yl)pyrimidin-2-amine (200 mg, 0.51 mmol) and (2R)-2-methylpiperazine (412 mg, 4.1 mmol) and the resulting mixture was stirred at 120° C. for 4 hours. The reaction mixture was purified by preparative HPLC (column, NOMURA Develosil Combi-RP-5; mobile phase, acetonitrile/water/formic acid) to give a formate of the title compound (204 mg) as a white solid. Reactants: O=S1(N(CCC1)C1=CC=C(C(=O)O)C=C1)=O (4-(1,1-dioxo-1λ6-isothiazolidin-2-yl)benzoic acid), CC1=NC(=CC=C1N1CCNCC1)C (1-(2,6-dimethylpyridin-3-yl)piperazine). The product is CC1=NC(=CC=C1N1CCN(CC1)C(=O)C1=CC=C(C=C1)N1S(CCC1)(=O)=O)C ([4-(2,6-dimethylpyridin-3-yl)piperazin-1-yl][4-(1,1-dioxo-1λ6-isothiazolidin-2-yl)phenyl]methanone). Yield: 34.3%. As a reaction SMILES: [O:1]=[S:2]1(=[O:16])[CH2:6][CH2:5][CH2:4][N:3]1[C:7]1[CH:15]=[CH:14][C:10]([C:11]([OH:13])=O)=[CH:9][CH:8]=1.[CH3:17][C:18]1[C:23]([N:24]2[CH2:29][CH2:28][NH:27][CH2:26][CH2:25]2)=[CH:22][CH:21]=[C:20]([CH3:30])[N:19]=1>>[CH3:17][C:18]1[C:23]([N:24]2[CH2:29][CH2:28][N:27]([C:11]([C:10]3[CH:9]=[CH:8][C:7]([N:3]4[CH2:4][CH2:5][CH2:6][S:2]4(=[O:1])=[O:16])=[CH:15][CH:14]=3)=[O:13])[CH2:26][CH2:25]2)=[CH:22][CH:21]=[C:20]([CH3:30])[N:19]=1. Procedure details: Using 4-(1,1-dioxo-1λ6-isothiazolidin-2-yl)benzoic acid (270 mg) described in Preparation Example 16 and 1-(2,6-dimethylpyridin-3-yl)piperazine (215 mg) described in Preparation Example 94 and by the reaction and treatment in the same manner as in Example 87, the title compound (159 mg) was obtained. Reactants: [N+](=O)([O-])C1=CC=C(COC(=O)N2CCN(CCC2)C(=O)[C@H]2N(C[C@H](C2)SC=2[C@@H]([C@H]3N(C2C(=O)OCC2=CC=C(C=C2)[N+](=O)[O-])C([C@@H]3[C@@H](C)O)=O)C)C)C=C1 (4-nitrobenzyl (1R, 5S, 6S)-2-[(2S, 4S)-2-[4-(4-nitrobenzyloxycarbonyl)-1-homopiperazinylcarbonyl]-1-methylpyrrolidin-4-ylthio]-6-[(1R)-1-hydroxyethyl]-1-methyl-1-carbapen-2-em-3-carboxylate), O1CCCC1 (tetrahydrofuran), Cl (hydrochloric acid). The solvent is O (water). Product: Cl.N1(CCNCCC1)C(=O)[C@H]1N(C[C@H](C1)SC=1[C@@H]([C@H]2N(C1C(=O)O)C([C@@H]2[C@@H](C)O)=O)C)C ((1R, 5S, 6S)-2-[(2S, 4S)-2-(1-Homopiperazinylcarbonyl)-1-methylpyrrolidin-4-ylthio]-6-[(1R)-1-hydroxyethyl]-1-methyl-1-carbapen-2-em-3-carboxylic acid hydrochloride). Reaction SMILES: [N+](C1C=CC(COC([N:12]2[CH2:18][CH2:17][CH2:16][N:15]([C:19]([C@@H:21]3[CH2:25][C@H:24]([S:26][C:27]4[C@H:28]([CH3:51])[C@@H:29]5[C@@H:46]([C@H:47]([OH:49])[CH3:48])[C:45](=[O:50])[N:30]5[C:31]=4[C:32]([O:34]CC4C=CC([N+]([O-])=O)=CC=4)=[O:33])[CH2:23][N:22]3[CH3:52])=[O:20])[CH2:14][CH2:13]2)=O)=CC=1)([O-])=O.O1CCCC1.[ClH:60]>O>[ClH:60].[N:15]1([C:19]([C@@H:21]2[CH2:25][C@H:24]([S:26][C:27]3[C@H:28]([CH3:51])[C@@H:29]4[C@@H:46]([C@H:47]([OH:49])[CH3:48])[C:45](=[O:50])[N:30]4[C:31]=3[C:32]([OH:34])=[O:33])[CH2:23][N:22]2[CH3:52])=[O:20])[CH2:16][CH2:17][CH2:18][NH:12][CH2:13][CH2:14]1 |f:4.5|. Reported procedure: A solution of 1.3 of 4-nitrobenzyl (1R, 5S, 6S)-2-[(2S, 4S)-2-[4-(4-nitrobenzyloxycarbonyl)-1-homopiperazinylcarbonyl]-1-methylpyrrolidin-4-ylthio]-6-[(1R)-1-hydroxyethyl]-1-methyl-1-carbapen-2-em-3-carboxylate [prepared as described in step (a) above] in 20 ml of a 1:1 by volume mixture of tetrahydrofuran and water was mixed with 2.6 ml of 1N aqueous hydrochloric acid, and the mixture was hydrogenated by bubbling hydrogen through it at room temperature for 2 hours in the presence of 10% w/w pal... Reactants: S(=O)(=O)(OC)OC (Dimethyl sulfate), Cl.CC1NC(CC(C1)C1=NC=C2C(N1)=CC=N2)C2=CC=CC=C2 (2-Methyl-6-phenyl-4-piperidylpyrrolo[3,2-d]pyrimidine Hydrochloride), C(CCC)[Li] (n-Butyl lithium), solution. Run in C1CCOC1 (THF), hexanes. Run at temperature -78 celsius, time 1 hour. Yields the product CC1NC(C(C(C1)C1=NC=C2C(N1)=CC=N2)C)C2=CC=CC=C2 (2,5-Dimethyl-6-phenyl-4-piperidylpyrrolo[3,2-d]pyrimidine). Isolated yield 34.0%. RXN SMILES: Cl.[CH3:2][CH:3]1[CH2:8][CH:7]([C:9]2[NH:14][C:13]3=[CH:15][CH:16]=[N:17][C:12]3=[CH:11][N:10]=2)[CH2:6][CH:5]([C:18]2[CH:23]=[CH:22][CH:21]=[CH:20][CH:19]=2)[NH:4]1.[CH2:24]([Li])CCC.S(OC)(OC)(=O)=O>C1COCC1>[CH3:2][CH:3]1[CH2:8][CH:7]([C:9]2[NH:14][C:13]3=[CH:15][CH:16]=[N:17][C:12]3=[CH:11][N:10]=2)[CH:6]([CH3:24])[CH:5]([C:18]2[CH:23]=[CH:22][CH:21]=[CH:20][CH:19]=2)[NH:4]1 |f:0.1|. Reported procedure: A suspension of 2-methyl-6-phenyl-4-piperidylpyrrolo[3,2-d]pyridine (Example 35) (57 mg, 0.20 mmol) in THF (3 mL) was placed under a N2 atmosphere and cooled with a dry-ice bath to −78° C. n-Butyl lithium (Aldrich Chemical Company) (360 μL, 0.90 mmol, 4.5 equiv of a 2.5 M solution in hexanes) was added slowly. The reaction mixture was stirred at −78° C. for 1 h and allowed to warmed to 0° C. Dimethyl sulfate (Eastman Kodak Company) (73.8 mg, 0.60 mmol, 3.0) was added slowly at 0° C. The solution... Product: OCCN(C1=NC(=NC(=N1)NCCCCC1CC(N(C(C1)(C)C)OC)(C)C)NCCCCC1CC(N(C(C1)(C)C)OC)(C)C)CCO (2-[Bis(2-hydroxyethyl)amino]-4,6-bis[N-(1-methoxy-2,2,6,6-tetramethylpiperidin-4-yl)butylamino]-1,3,5-triazine). Starting materials: ClC1=NC(=NC(=N1)NCCCCC1CC(N(C(C1)(C)C)OC)(C)C)NCCCCC1CC(N(C(C1)(C)C)OC)(C)C (2-chloro-4,6-bis[N-(1-methoxy-2,2,6,6-tetramethylpiperidin-4-yl)butylamino]-1,3,5-triazine), N(CCO)CCO (diethanolamine). Reaction SMILES: Cl[C:2]1[N:7]=[C:6]([NH:8][CH2:9][CH2:10][CH2:11][CH2:12][CH:13]2[CH2:18][C:17]([CH3:20])([CH3:19])[N:16]([O:21][CH3:22])[C:15]([CH3:24])([CH3:23])[CH2:14]2)[N:5]=[C:4]([NH:25][CH2:26][CH2:27][CH2:28][CH2:29][CH:30]2[CH2:35][C:34]([CH3:37])([CH3:36])[N:33]([O:38][CH3:39])[C:32]([CH3:41])([CH3:40])[CH2:31]2)[N:3]=1.[NH:42]([CH2:46][CH2:47][OH:48])[CH2:43][CH2:44][OH:45]>>[OH:45][CH2:44][CH2:43][N:42]([CH2:46][CH2:47][OH:48])[C:2]1[N:3]=[C:4]([NH:25][CH2:26][CH2:27][CH2:28][CH2:29][CH:30]2[CH2:35][C:34]([CH3:36])([CH3:37])[N:33]([O:38][CH3:39])[C:32]([CH3:40])([CH3:41])[CH2:31]2)[N:5]=[C:6]([NH:8][CH2:9][CH2:10][CH2:11][CH2:12][CH:13]2[CH2:18][C:17]([CH3:20])([CH3:19])[N:16]([O:21][CH3:22])[C:15]([CH3:23])([CH3:24])[CH2:14]2)[N:7]=1. Procedure: The title compound is prepared from the reaction of 2-chloro-4,6-bis[N-(1-methoxy-2,2,6,6-tetramethylpiperidin-4-yl)butylamino]-1,3,5-triazine and diethanolamine according to the procedure of Example 1.